The task is: describe an organic reaction: reactants, conditions, products, and yield. This data is from the Open Reaction Database (ORD), a public repository of structured organic reaction records. The reactants are FC1=C(C#N)C=C(C=C1)[N+](=O)[O-] (2-fluoro-5-nitro-benzonitrile), FC=1C=C(CO)C=CC1 (3-flouro-benzyl alcohol), C(=O)([O-])[O-].[K+].[K+] (K2CO3). The solvent is CC(=O)N(C)C (DMA), CO (MeOH). Run at temperature 120 celsius. Product: FC=1C=C(COC2=C(C#N)C=C(C=C2)[N+](=O)[O-])C=CC1 (2-(3-fluoro-benzyloxy)-5-nitro-benzonitrile). Isolated yield 80.2%. RXN SMILES: F[C:2]1[CH:9]=[CH:8][C:7]([N+:10]([O-:12])=[O:11])=[CH:6][C:3]=1[C:4]#[N:5].[F:13][C:14]1[CH:15]=[C:16]([CH:19]=[CH:20][CH:21]=1)[CH2:17][OH:18].C([O-])([O-])=O.[K+].[K+]>CC(N(C)C)=O.CO>[F:13][C:14]1[CH:15]=[C:16]([CH:19]=[CH:20][CH:21]=1)[CH2:17][O:18][C:2]1[CH:9]=[CH:8][C:7]([N+:10]([O-:12])=[O:11])=[CH:6][C:3]=1[C:4]#[N:5] |f:2.3.4|. Procedure: A mixture of 2-fluoro-5-nitro-benzonitrile (290 m g, 1.74 mmol), 3-flouro-benzyl alcohol (1220 mg, 1.74 mmol) and K2CO3 (219 mg, 2.09 mmol) in DMA (4 ml) was heated at 120° C. for 7 h. The mixture was cooled to rt, diluted with MeOH(10 ml), filtered and purified by preparative HPLC to give 20A (380 mg, 80%). Reactants: CC1(CCOCC1)C1=CC=C(C=C1)S(=O)(=O)Cl (4-(4-methyl-tetrahydro-pyran-4-yl)-benzenesulfonyl chloride), NC1=C(C=C(C=C1)Cl)C(=O)C1=CC=NC=C1 ((2-amino-5-chloro-phenyl)-pyridin-4-yl-methanone), N-aryl-benzenesulfonamides. Product: ClC1=CC(=C(C=C1)NS(=O)(=O)C1=CC=C(C=C1)C1(CCOCC1)C)C(=O)C1=CC=NC=C1 (N-[4-Chloro-2-(pyridine-4-carbonyl)-phenyl]-4-(4-methyl-tetrahydro-pyran-4-yl)-benzenesulfonamide). As a reaction SMILES: [CH3:1][C:2]1([C:8]2[CH:13]=[CH:12][C:11]([S:14](Cl)(=[O:16])=[O:15])=[CH:10][CH:9]=2)[CH2:7][CH2:6][O:5][CH2:4][CH2:3]1.[NH2:18][C:19]1[CH:24]=[CH:23][C:22]([Cl:25])=[CH:21][C:20]=1[C:26]([C:28]1[CH:33]=[CH:32][N:31]=[CH:30][CH:29]=1)=[O:27]>>[Cl:25][C:22]1[CH:23]=[CH:24][C:19]([NH:18][S:14]([C:11]2[CH:12]=[CH:13][C:8]([C:2]3([CH3:1])[CH2:7][CH2:6][O:5][CH2:4][CH2:3]3)=[CH:9][CH:10]=2)(=[O:16])=[O:15])=[C:20]([C:26]([C:28]2[CH:29]=[CH:30][N:31]=[CH:32][CH:33]=2)=[O:27])[CH:21]=1. Procedure: The title compound was prepared by the reacting 4-(4-methyl-tetrahydro-pyran-4-yl)-benzenesulfonyl chloride with (2-amino-5-chloro-phenyl)-pyridin-4-yl-methanone according to the general procedure described for the preparation of (N-aryl-benzenesulfonamides. 1H NMR (CDCl3) δ 10.21 (s, 1H), 8.77 (d, 2H, J=6.0 Hz), 7.79 (d, 1H, J=8.8 Hz), 7.73 (m, 2H), 7.51-7.54 (m, 1H), 7.31-7.36 (m, 3H), 7.24-7.26 (m, 2H), 3.58-3.80 (m, 4H), 1.95-1.99 (m, 2H), 1.70-1.74 (m, 2H), 1.22 (s, 3H). MS: m/z 471 (M++1). Procedure: To a THF (14 ml) solution of (S)-1-(tert-butoxycarbonyl)pyrrolidine-2-carboxylic acid (0.557 g) and Et3N (0.790 ml), ethyl chloroformate (0.295 g) was added over an ice bath, followed by stirring at the same temperature for 30 minutes. The reaction mixture was added at 0° C. to a THF (7 ml) solution of the compound (0.701 g) obtained in Example 19-(3) and the mixture was stirred at room temperature for 17 hours. After adding water and performing extraction with AcOEt, the organic layer was washe... Run at time 30 minute. Yield: 49.4%. Reaction SMILES: [C:1]([O:5][C:6]([N:8]1[CH2:12][CH2:11][CH2:10][C@H:9]1[C:13]([OH:15])=O)=[O:7])([CH3:4])([CH3:3])[CH3:2].ClC(OCC)=O.Cl.[NH2:23][CH2:24][C:25](=[O:38])[CH2:26][O:27][C:28]1[CH:33]=[CH:32][C:31]([O:34][CH3:35])=[C:30]([O:36][CH3:37])[CH:29]=1>O.C1COCC1.CCN(CC)CC>[CH3:37][O:36][C:30]1[CH:29]=[C:28]([CH:33]=[CH:32][C:31]=1[O:34][CH3:35])[O:27][CH2:26][C:25](=[O:38])[CH2:24][NH:23][C:13]([C@@H:9]1[CH2:10][CH2:11][CH2:12][N:8]1[C:6]([O:5][C:1]([CH3:2])([CH3:3])[CH3:4])=[O:7])=[O:15] |f:2.3|. The product is COC=1C=C(OCC(CNC(=O)[C@H]2N(CCC2)C(=O)OC(C)(C)C)=O)C=CC1OC ((S)-tert-Butyl 2-((3-(3,4-dimethoxyphenoxy)-2-oxopropyl)carbamoyl)pyrrolidine-1-carboxylate). Starting materials: Cl.NCC(COC1=CC(=C(C=C1)OC)OC)=O (1-Amino-3-(3,4-dimethoxyphenoxy)propan-2-one hydrochloride), C(C)(C)(C)OC(=O)N1[C@@H](CCC1)C(=O)O ((S)-1-(tert-butoxycarbonyl)pyrrolidine-2-carboxylic acid), ClC(=O)OCC (ethyl chloroformate). Solvent: C1CCOC1 (THF), O (water), CCN(CC)CC (Et3N), C1CCOC1 (THF). Starting materials: BrC1=CC(=C(C=C1)C(CCC(F)(F)F)NC1=CC=C(C(=O)OC)C=C1)C (methyl 4-((1-(4-bromo-2-methylphenyl)-4,4,4-trifluorobutyl)amino)benzoate), N1N=CC=2CCCCC12 (4,5,6,7-tetrahydroindazole), CN[C@H]1[C@@H](CCCC1)NC (trans-N,N′-dimethylcyclohexane-1,2-diamine), C([O-])([O-])=O.[K+].[K+] (potassium carbonate). The reagents and catalysts are [Cu]I (copper(I) iodide). The solvent is C1(=CC=CC=C1)C (toluene), O (water). Reaction conditions: temperature 110 celsius, time 8 hour. Product: FC(CCC(C1=C(C=C(C=C1)N1N=C2CCCCC2=C1)C)NC1=CC=C(C(=O)OC)C=C1)(F)F (methyl 4-((4,4,4-trifluoro-1-(2-methyl-4-(4,5,6,7-tetrahydro-2H-indazol-2-yl)phenyl)butyl)amino)benzoate). The yield is 74.2%. As a reaction SMILES: Br[C:2]1[CH:7]=[CH:6][C:5]([CH:8]([NH:15][C:16]2[CH:25]=[CH:24][C:19]([C:20]([O:22][CH3:23])=[O:21])=[CH:18][CH:17]=2)[CH2:9][CH2:10][C:11]([F:14])([F:13])[F:12])=[C:4]([CH3:26])[CH:3]=1.[NH:27]1[C:35]2[CH2:34][CH2:33][CH2:32][CH2:31][C:30]=2[CH:29]=[N:28]1.CN[C@@H]1CCCC[C@H]1NC.C(=O)([O-])[O-].[K+].[K+]>[Cu]I.O.C1(C)C=CC=CC=1>[F:12][C:11]([F:14])([F:13])[CH2:10][CH2:9][CH:8]([NH:15][C:16]1[CH:25]=[CH:24][C:19]([C:20]([O:22][CH3:23])=[O:21])=[CH:18][CH:17]=1)[C:5]1[CH:6]=[CH:7][C:2]([N:28]2[CH:29]=[C:30]3[C:35]([CH2:34][CH2:33][CH2:32][CH2:31]3)=[N:27]2)=[CH:3][C:4]=1[CH3:26] |f:3.4.5|. Procedure: Under a nitrogen atmosphere, a mixture of methyl 4-((1-(4-bromo-2-methylphenyl)-4,4,4-trifluorobutyl)amino)benzoate (racemate) (300 mg), 4,5,6,7-tetrahydroindazole (128 mg), copper(I) iodide (159 mg), trans-N,N′-dimethylcyclohexane-1,2-diamine (0.264 mL), potassium carbonate (289 mg) and toluene (1.4 mL) was stirred at 110° C. overnight. To the reaction mixture was added water at room temperature, and the insoluble material was filtered off through celite. The filtrate was extracted with ethyl a... Starting materials: [Cl-].[NH4+] (ammoniumchloride), COC1=NOC(=C1)C(=O)OCC (3-methoxy-5-carbethoxy-isoxazole), 2m, [BH4-].[Li+] (lithiumborohydride). Run in O1CCCC1 (tetrahydrofuran), O1CCCC1 (tetrahydrofuran). Run at time 2 hour. Yields the product OCC1=CC(=NO1)OC (5-Hydroxymethyl-3-methoxy-isoxazole). Reaction SMILES: [CH3:1][O:2][C:3]1[CH:7]=[C:6]([C:8](OCC)=[O:9])[O:5][N:4]=1.[BH4-].[Li+].[Cl-].[NH4+]>O1CCCC1>[OH:9][CH2:8][C:6]1[O:5][N:4]=[C:3]([O:2][CH3:1])[CH:7]=1 |f:1.2,3.4|. Reported procedure: To a solution of 7.0 g 3-methoxy-5-carbethoxy-isoxazole in 80 ml tetrahydrofuran a 2m solution of lithiumborohydride in tetrahydrofuran was added at 15°-20° C. The reaction mixture was stirred for 2 h at room temperature, then poured into saturated ammoniumchloride solution and extracted with dichloromethane. The organic phase was dried over magnesium sulfate and evaporated togive 4.87 g alcohol. Starting materials: Cc1cc(O[Si](C)(C)C(C)(C)C)cc(C)c1C=O, CCCC[N+](CCCC)(CCCC)CCCC, C1CCOC1, [F-]. The product is Cc1cc(O)cc(C)c1C=O. RXN SMILES: [C:1]([Si:2]([CH3:3])([CH3:4])[O:6][c:7]1[cH:8][c:9]([CH3:16])[c:10]([CH:11]=[O:12])[c:13]([CH3:15])[cH:14]1)([CH3:5])([CH3:17])[CH3:18].[CH2:20]([N+:21]([CH2:22][CH2:23][CH2:24][CH3:25])([CH2:26][CH2:27][CH2:28][CH3:29])[CH2:30][CH2:31][CH2:32][CH3:33])[CH2:34][CH2:35][CH3:36].[CH2:37]1[O:38][CH2:39][CH2:40][CH2:41]1.[F-:19]>>[OH:6][c:7]1[cH:8][c:9]([CH3:16])[c:10]([CH:11]=[O:12])[c:13]([CH3:15])[cH:14]1.